This data is from the Open Reaction Database (ORD), a public repository of structured organic reaction records. The task is: describe an organic reaction: reactants, conditions, products, and yield Reactants: FC=1C=C2C3=C(N(C2=CC1)CC1=CC=CC2=CC=CC=C12)C(OC(C3)=O)=O (6-Fluoro-9-naphthalen-1-ylmethyl-4,9-dihydro-pyrano[3,4-b]indole-1,3-dione), Cl.FC1(CNC1)F (3,3-difluoro-azetidine hydrochloride). The solvent is CCN(CC)CC (NEt3). Yields the product FC1(CN(C1)C(CC1=C(N(C2=CC=C(C=C12)F)CC1=CC=CC2=CC=CC=C12)C(=O)O)=O)F (3-[2-(3,3-Difluoro-azetidin-1-yl)-2-oxo-ethyl]-5-fluoro-1-naphthalen-1-ylmethyl-1H-indole-2-carboxylic acid). Reaction SMILES: [F:1][C:2]1[CH:3]=[C:4]2[C:8](=[CH:9][CH:10]=1)[N:7]([CH2:11][C:12]1[C:21]3[C:16](=[CH:17][CH:18]=[CH:19][CH:20]=3)[CH:15]=[CH:14][CH:13]=1)[C:6]1[C:22](=[O:27])[O:23][C:24](=[O:26])[CH2:25][C:5]2=1.Cl.[F:29][C:30]1([F:34])[CH2:33][NH:32][CH2:31]1>CCN(CC)CC>[F:29][C:30]1([F:34])[CH2:33][N:32]([C:24](=[O:26])[CH2:25][C:5]2[C:4]3[C:8](=[CH:9][CH:10]=[C:2]([F:1])[CH:3]=3)[N:7]([CH2:11][C:12]3[C:21]4[C:16](=[CH:17][CH:18]=[CH:19][CH:20]=4)[CH:15]=[CH:14][CH:13]=3)[C:6]=2[C:22]([OH:23])=[O:27])[CH2:31]1 |f:1.2|. Reported procedure: 6-Fluoro-9-naphthalen-1-ylmethyl-4,9-dihydro-pyrano[3,4-b]indole-1,3-dione (from Example 68.1.) was ring opened with 3,3-difluoro-azetidine hydrochloride and NEt3 at 22° C. to give the title compound as a white solid. MS: 450.9 ([M−H]−).